From a dataset of the Open Reaction Database (ORD), a public repository of structured organic reaction records. describe an organic reaction: reactants, conditions, products, and yield Starting materials: CCn1ncc2c(NC3CCOCC3)c(-c3nc(CC4CCNCC4)no3)cnc21, CC(=O)Cl, CCN(C(C)C)C(C)C, ClC(Cl)Cl, Cl. Yields the product CCn1ncc2c(NC3CCOCC3)c(-c3nc(CC4CCN(C(C)=O)CC4)no3)cnc21. RXN SMILES: [CH2:6]([CH3:7])[n:8]1[n:9][cH:10][c:11]2[c:12]1[n:13][cH:14][c:15](-[c:24]1[n:25][c:26]([CH2:29][CH:30]3[CH2:31][CH2:32][NH:33][CH2:34][CH2:35]3)[n:27][o:28]1)[c:16]2[NH:17][CH:18]1[CH2:19][CH2:20][O:21][CH2:22][CH2:23]1.[CH3:1][C:2]([Cl:3])=[O:4].[CH:36]([N:37]([CH:38]([CH3:39])[CH3:40])[CH2:41][CH3:42])([CH3:43])[CH3:44].[CH:45]([Cl:46])([Cl:47])[Cl:48].[ClH:5]>>[CH3:1][C:2](=[O:4])[N:33]1[CH2:32][CH2:31][CH:30]([CH2:29][c:26]2[n:25][c:24](-[c:15]3[cH:14][n:13][c:12]4[n:8]([CH2:6][CH3:7])[n:9][cH:10][c:11]4[c:16]3[NH:17][CH:18]3[CH2:19][CH2:20][O:21][CH2:22][CH2:23]3)[o:28][n:27]2)[CH2:35][CH2:34]1. Starting materials: compound [ 4-6 ], ClC1=C(CBr)C=C(C=C1)Cl (2,5-dichlorobenzyl bromide), C(C1=CC=CC=C1)N1C=CC2=CC=C(C=C12)CC(=O)O (2-(1-benzyl-1H-indole-6-yl)acetic acid). Product: ClC1=C(CN2C=CC3=CC=C(C=C23)CC(=O)O)C=C(C=C1)Cl (2-[1-(2,5-dichlorobenzyl)-1H-indole-6-yl]acetic acid), C(C1=CC=CC=C1)N1C=CC2=CC=C(C=C12)CC(=O)O (2-(1-benzyl-1H-indole-6-yl)acetic acid). As a reaction SMILES: [Cl:1][C:2]1[CH:9]=[CH:8][C:7]([Cl:10])=[CH:6][C:3]=1[CH2:4]Br.[CH2:11]([N:18]1[C:26]2[C:21](=[CH:22][CH:23]=[C:24]([CH2:27][C:28]([OH:30])=[O:29])[CH:25]=2)[CH:20]=[CH:19]1)[C:12]1[CH:17]=[CH:16][CH:15]=[CH:14][CH:13]=1>>[Cl:1][C:2]1[CH:9]=[CH:8][C:7]([Cl:10])=[CH:6][C:3]=1[CH2:4][N:18]1[C:26]2[C:21](=[CH:22][CH:23]=[C:24]([CH2:27][C:28]([OH:30])=[O:29])[CH:25]=2)[CH:20]=[CH:19]1.[CH2:11]([N:18]1[C:26]2[C:21](=[CH:22][CH:23]=[C:24]([CH2:27][C:28]([OH:30])=[O:29])[CH:25]=2)[CH:20]=[CH:19]1)[C:12]1[CH:13]=[CH:14][CH:15]=[CH:16][CH:17]=1. Procedure: The titled compound (17 mg) as a white solid was prepared from the compound [4-6] obtained in the process (6) of Example 4 (100 mg) and 2,5-dichlorobenzyl bromide according to the method of the process (7) of Example 4.